This data is from the Open Reaction Database (ORD), a public repository of structured organic reaction records. The task is: describe an organic reaction: reactants, conditions, products, and yield Starting materials: COC(=O)CCN(C1(C(=O)NO)CCCC1)S(=O)(=O)c1ccc(-c2ccc(F)cc2)cc1, CO, [Na+], [OH-]. The product is O=C(O)CCN(C1(C(=O)NO)CCCC1)S(=O)(=O)c1ccc(-c2ccc(F)cc2)cc1. RXN SMILES: [CH3:1][O:2][C:3]([CH2:4][CH2:5][N:6]([C:7]1([C:12]([NH:13][OH:14])=[O:15])[CH2:8][CH2:9][CH2:10][CH2:11]1)[S:16](=[O:17])(=[O:18])[c:19]1[cH:20][cH:21][c:22](-[c:25]2[cH:26][cH:27][c:28]([F:31])[cH:29][cH:30]2)[cH:23][cH:24]1)=[O:32].[CH3:35][OH:36].[Na+:34].[OH-:33]>>[O:2]=[C:3]([CH2:4][CH2:5][N:6]([C:7]1([C:12]([NH:13][OH:14])=[O:15])[CH2:8][CH2:9][CH2:10][CH2:11]1)[S:16](=[O:17])(=[O:18])[c:19]1[cH:20][cH:21][c:22](-[c:25]2[cH:26][cH:27][c:28]([F:31])[cH:29][cH:30]2)[cH:23][cH:24]1)[OH:32]. Reactants: lithium aluminum hydride THF, CC1=C(C=C2C(=N1)CCCCC2)C(=O)OCC (ethyl 2-methyl-6,7,8,9-tetrahydro-5H-cyclohepta[b]pyridine-3-carboxylate), O.O.O.O.O.O.O.O.O.O.S(=O)(=O)([O-])[O-].[Na+].[Na+] (sodium sulfate decahydrate). Run in C1CCOC1 (THF). Conditions: time 2 hour. Yields the product OCC=1C=C2C(=NC1C)CCCCC2 (3-Hydroxymethyl-2-methyl-6,7,8,9-tetrahydro-5H-cyclohepta[b]pyridine). The yield is 72.8%. RXN SMILES: [CH3:1][C:2]1[N:7]=[C:6]2[CH2:8][CH2:9][CH2:10][CH2:11][CH2:12][C:5]2=[CH:4][C:3]=1[C:13](OCC)=[O:14].O.O.O.O.O.O.O.O.O.O.S([O-])([O-])(=O)=O.[Na+].[Na+]>C1COCC1>[OH:14][CH2:13][C:3]1[CH:4]=[C:5]2[CH2:12][CH2:11][CH2:10][CH2:9][CH2:8][C:6]2=[N:7][C:2]=1[CH3:1] |f:1.2.3.4.5.6.7.8.9.10.11.12.13|. Procedure: In an atmosphere of argon, ethyl 2-methyl-6,7,8,9-tetrahydro-5H-cyclohepta[b]pyridine-3-carboxylate (586.6 mg, 2.51 mmol) was dissolved in anhydrous THF (5.0 ml), lithium aluminum hydride THF solution (1.0 M, 5.0 ml) was added dropwise to the solution at 0° C., and the mixture was stirred at the same temperature for 2 hours. The reaction solution was mixed with sodium sulfate decahydrate at 0° C. and subjected to celite filtration. The resulting filtrate was mixed with water and extracted with e... The reactants are CC(C)=CCO, CC(=O)OC(C)=O. Yields the product CC(=O)OCC=C(C)C. As a reaction SMILES: [CH3:1][C:2](=[CH:3][CH2:4][OH:5])[CH3:6].[CH3:7][C:8](=[O:9])[O:10][C:11](=[O:12])[CH3:13]>>[CH3:1][C:2](=[CH:3][CH2:4][O:5][C:8]([CH3:7])=[O:9])[CH3:6]. Starting materials: CN(C)S(=O)(=O)c1ccc(Br)cc1F, N#C[Na], CN(C)C=O. Product: CN(C)S(=O)(=O)c1ccc(Br)cc1C#N. Reaction SMILES: [Br:1][c:2]1[cH:3][c:4]([F:14])[c:5]([S:8](=[O:9])(=[O:10])[N:11]([CH3:12])[CH3:13])[cH:6][cH:7]1.[Na:15][C:16]#[N:17].[O:18]=[CH:19][N:20]([CH3:21])[CH3:22]>>[Br:1][c:2]1[cH:3][c:4]([C:16]#[N:17])[c:5]([S:8](=[O:9])(=[O:10])[N:11]([CH3:12])[CH3:13])[cH:6][cH:7]1. The reactants are CN(O)C (N,N-dimethylhydroxylamine), [H-].[Na+] (sodium hydride), [N+](=O)([O-])C=1C=CC2=C(C(=NCC=3N2C(=NN3)CCl)C3=C(C=CC=C3)Cl)C1 (8-nitro-1-(chloromethyl)-6-(o-chlorophenyl)-4H-s-triazolo[4,3-a][1,4]benzodiazepine). Solvent: CN(C=O)C (dimethylformamide). Yields the product [N+](=O)([O-])C=1C=CC2=C(C(=NCC=3N2C(=NN3)CN(C)C)C3=C(C=CC=C3)Cl)C1 (8-nitro-1-[(dimethylamino)methyl]-6-(o-chlorophenyl)-4H-s-triazolo[4,3-a][1,4]benzodiazepine), oxide. Reaction SMILES: [CH3:1][N:2]([CH3:4])O.[H-].[Na+].[N+:7]([C:10]1[CH:11]=[CH:12][C:13]2[N:19]3[C:20]([CH2:23]Cl)=[N:21][N:22]=[C:18]3[CH2:17][N:16]=[C:15]([C:25]3[CH:30]=[CH:29][CH:28]=[CH:27][C:26]=3[Cl:31])[C:14]=2[CH:32]=1)([O-:9])=[O:8]>CN(C)C=O>[N+:7]([C:10]1[CH:11]=[CH:12][C:13]2[N:19]3[C:20]([CH2:23][N:2]([CH3:4])[CH3:1])=[N:21][N:22]=[C:18]3[CH2:17][N:16]=[C:15]([C:25]3[CH:30]=[CH:29][CH:28]=[CH:27][C:26]=3[Cl:31])[C:14]=2[CH:32]=1)([O-:9])=[O:8] |f:1.2|. Procedure details: In the manner given in Example 16, a solution of N,N-dimethylhydroxylamine in dimethylformamide is treated with sodium hydride, suspended in mineral oil, and the mixture is treated with 8-nitro-1-(chloromethyl)-6-(o-chlorophenyl)-4H-s-triazolo[4,3-a][1,4]benzodiazepine to give 8-nitro-1-[(dimethylamino)methyl]-6-(o-chlorophenyl)-4H-s-triazolo[4,3-a][1,4]benzodiazepine, N1 -oxide. The reactants are O=C([O-])O, COc1ccc2c(c1)N(CCCCl)c1cccc(SC)c1S2, CN(C)C=O, [Na+], OCCC1CCNCC1. Yields the product COc1ccc2c(c1)N(CCCN1CCC(CCO)CC1)c1cccc(SC)c1S2. Reaction SMILES: [C:32](=[O:33])([OH:34])[O-:35].[CH3:1][O:2][c:3]1[cH:4][c:5]2[c:14]([cH:15][cH:16]1)[S:13][c:12]1[c:7]([cH:8][cH:9][cH:10][c:11]1[S:17][CH3:18])[N:6]2[CH2:19][CH2:20][CH2:21][Cl:22].[CH3:37][N:38]([CH3:39])[CH:40]=[O:41].[Na+:36].[OH:23][CH2:24][CH2:25][CH:26]1[CH2:27][CH2:28][NH:29][CH2:30][CH2:31]1>>[CH3:1][O:2][c:3]1[cH:4][c:5]2[c:14]([cH:15][cH:16]1)[S:13][c:12]1[c:7]([cH:8][cH:9][cH:10][c:11]1[S:17][CH3:18])[N:6]2[CH2:19][CH2:20][CH2:21][N:29]1[CH2:28][CH2:27][CH:26]([CH2:25][CH2:24][OH:23])[CH2:31][CH2:30]1. The reactants are C(#N)[BH3-].[Na+] (sodium cyanoborohydride), Cl.NC1CCN(CC1)CCN1C(C=CC2=NC=C(C=C12)OC)=O (1-(2-(4-aminopiperidin-1-yl)ethyl)-7-methoxy-1,5-naphthyridin-2(1H)-one hydrochloride), C[O-].[Na+].CO (sodium methoxide methanol), COC=1C(=CC(=NC1)C=O)C (5-methoxy-4-methylpyridine-2-carbaldehyde), C(O)([O-])=O.[Na+] (sodium hydrogen carbonate). Run in CO (methanol), C(C)(=O)O (acetic acid), O (water), C(Cl)(Cl)Cl (chloroform). Conditions: time 30 minute. Product: COC1=CN=C2C=CC(N(C2=C1)CCN1CCC(CC1)NCC1=NC=C(C(=C1)C)OC)=O (7-methoxy-1-(2-(4-(((5-methoxy-4-methylpyridin-2-yl)methyl)amino)piperidin-1-yl)ethyl)-1,5-naphthyridin-2(1H)-one). The yield is 38.8%. RXN SMILES: Cl.[NH2:2][CH:3]1[CH2:8][CH2:7][N:6]([CH2:9][CH2:10][N:11]2[C:20]3[C:15](=[N:16][CH:17]=[C:18]([O:21][CH3:22])[CH:19]=3)[CH:14]=[CH:13][C:12]2=[O:23])[CH2:5][CH2:4]1.C[O-].[Na+].CO.[CH3:29][O:30][C:31]1[C:32]([CH3:39])=[CH:33][C:34]([CH:37]=O)=[N:35][CH:36]=1.C([BH3-])#N.[Na+].C(=O)([O-])O.[Na+]>CO.O.C(Cl)(Cl)Cl.C(O)(=O)C>[CH3:22][O:21][C:18]1[CH:19]=[C:20]2[C:15]([CH:14]=[CH:13][C:12](=[O:23])[N:11]2[CH2:10][CH2:9][N:6]2[CH2:5][CH2:4][CH:3]([NH:2][CH2:37][C:34]3[CH:33]=[C:32]([CH3:39])[C:31]([O:30][CH3:29])=[CH:36][N:35]=3)[CH2:8][CH2:7]2)=[N:16][CH:17]=1 |f:0.1,2.3.4,6.7,8.9|. Procedure: To a suspension of 0.20 g of 1-(2-(4-aminopiperidin-1-yl)ethyl)-7-methoxy-1,5-naphthyridin-2(1H)-one hydrochloride in 2 mL of methanol, 0.28 g of a 28% sodium methoxide/methanol solution, 73 mg of 5-methoxy-4-methylpyridine-2-carbaldehyde and 28 μL of acetic acid were added. Then, 61 mg of sodium cyanoborohydride was added thereto, and the mixture was stirred at room temperature for 1 hour 30 minutes. To the reaction mixture, chloroform, a saturated aqueous sodium hydrogen carbonate solution and...